From a dataset of the Open Reaction Database (ORD), a public repository of structured organic reaction records. describe an organic reaction: reactants, conditions, products, and yield The reactants are CC1(OB(OC1(C)C)C=1C=NN(C1)C(=O)OC(C)(C)C)C (tert-Butyl 4-(4,4,5,5-tetramethyl-1,3,2-dioxaborolan-2-yl)-1H-pyrazole-1-carboxylate), C([O-])([O-])=O.[K+].[K+] (potassium carbonate), BrC1=CC(=CC(=C1)[N+](=O)[O-])C (1-bromo-3-methyl-5-nitrobenzene). Reagents/catalysts: C=1C=CC(=CC1)[P](C=2C=CC=CC2)(C=3C=CC=CC3)[Pd]([P](C=4C=CC=CC4)(C=5C=CC=CC5)C=6C=CC=CC6)([P](C=7C=CC=CC7)(C=8C=CC=CC8)C=9C=CC=CC9)[P](C=1C=CC=CC1)(C=1C=CC=CC1)C=1C=CC=CC1 (tetrakis(triphenylphosphine)palladium(0)). Run in O1CCOCC1 (dioxane). Conditions: temperature 100 celsius, time 18 hour. Product: CC=1C=C(C=C(C1)[N+](=O)[O-])C=1C=NNC1 (4-(3-methyl-5-nitrophenyl)-1H-pyrazole). As a reaction SMILES: CC1(C)C(C)(C)OB([C:9]2[CH:10]=[N:11][N:12](C(OC(C)(C)C)=O)[CH:13]=2)O1.C(=O)([O-])[O-].[K+].[K+].Br[C:29]1[CH:34]=[C:33]([N+:35]([O-:37])=[O:36])[CH:32]=[C:31]([CH3:38])[CH:30]=1>O1CCOCC1.C1C=CC([P]([Pd]([P](C2C=CC=CC=2)(C2C=CC=CC=2)C2C=CC=CC=2)([P](C2C=CC=CC=2)(C2C=CC=CC=2)C2C=CC=CC=2)[P](C2C=CC=CC=2)(C2C=CC=CC=2)C2C=CC=CC=2)(C2C=CC=CC=2)C2C=CC=CC=2)=CC=1>[CH3:38][C:31]1[CH:30]=[C:29]([C:9]2[CH:13]=[N:12][NH:11][CH:10]=2)[CH:34]=[C:33]([N+:35]([O-:37])=[O:36])[CH:32]=1 |f:1.2.3,^1:48,50,69,88|. Reported procedure: tert-Butyl 4-(4,4,5,5-tetramethyl-1,3,2-dioxaborolan-2-yl)-1H-pyrazole-1-carboxylate (8.17 g, 27.8 mmol), tetrakis(triphenylphosphine)palladium(0) (2.67 g, 2.31 mmol) and potassium carbonate (12.8 g, 93.0 mmol) were added to a solution of 1-bromo-3-methyl-5-nitrobenzene (5.0 g, 23.1 mmol) in dioxane (7.5 mL). The mixture was degassed with nitrogen for 5 minutes and stirred at 100° C. for 18 h. The mixture was passed through CELITE, washed with methanol and concentrated under reduced pressure. Th...